From a dataset of the Open Reaction Database (ORD), a public repository of structured organic reaction records. describe an organic reaction: reactants, conditions, products, and yield Starting materials: 20, C(C(=C)C)(=O)OCCC[Si](OC)(OC)OC (gamma-methacryloxypropyltrimethoxysilane), C(C(=C)C)(=O)OC (methyl methacrylate), N(=NC(C#N)(C)C)C(C#N)(C)C (azobisisobutyronitrile). The solvent is C=1(C(=CC=CC1)C)C (xylene). Reaction conditions: temperature 100 celsius. Product: C(C(=C)C)(=O)OCCC[Si](OC)(OC)OC.C(C(=C)C)(=O)OC (gamma-methacryloxypropyltrimethoxysilane methyl methacrylate). As a reaction SMILES: [C:1]([O:6][CH2:7][CH2:8][CH2:9][Si:10]([O:15][CH3:16])([O:13][CH3:14])[O:11][CH3:12])(=[O:5])[C:2]([CH3:4])=[CH2:3].[C:17]([O:22][CH3:23])(=[O:21])[C:18]([CH3:20])=[CH2:19].N(C(C)(C)C#N)=NC(C)(C)C#N>C1(C)C(C)=CC=CC=1>[C:1]([O:6][CH2:7][CH2:8][CH2:9][Si:10]([O:15][CH3:16])([O:11][CH3:12])[O:13][CH3:14])(=[O:5])[C:2]([CH3:4])=[CH2:3].[C:17]([O:22][CH3:23])(=[O:21])[C:18]([CH3:20])=[CH2:19] |f:4.5|. Procedure: An undercoating material was prepared as follows. A mixture of 20 parts gamma-methacryloxypropyltrimethoxysilane, 80 parts methyl methacrylate, 100 parts xylene, and 1.0 part azobisisobutyronitrile was mixed and then heated at 100° C. for 3 hours to give gamma-methacryloxypropyltrimethoxysilane-methyl methacrylate copolymer. Xylene was added to this copolymer to prepare an undercoating material having 40 percent solids and a viscosity of 150 cP. The reactants are C(C(=O)C1=CC=CC=C1)Br (phenacyl bromide), C(C)(=O)O (acetic acid), O (water), [OH-].[Na+] (sodium hydroxide). Reagents/catalysts: C(C)(=O)O (acetic acid). Solvent: C(C)O (ethanol), C(C)O (ethanol). Product: C(C)(=O)OCC(=O)C1=CC=CC=C1 (Phenacyl Acetate). As a reaction SMILES: [C:1]([OH:4])(=[O:3])[CH3:2].O.[OH-].[Na+].[CH2:8](Br)[C:9]([C:11]1[CH:16]=[CH:15][CH:14]=[CH:13][CH:12]=1)=[O:10]>C(O)(=O)C.C(O)C>[C:1]([O:4][CH2:8][C:9]([C:11]1[CH:16]=[CH:15][CH:14]=[CH:13][CH:12]=1)=[O:10])(=[O:3])[CH3:2] |f:2.3|. Reported procedure: Five grams of acetic acid are added to 25 mls. of water in a suitable vessel and carefully neutralized with 10% aqueous sodium hydroxide. A few drops of acetic acid are then added until the solution is just acid to litmus paper. Fifty milliliters of ethanol and 5 grams of phenacyl bromide are then added and the mixture is refluxed for 1 hour. If a solid separates during refluxing additional ethanol is added to dissolve the same. The solution is allowed to cool and the phenacyl acetate is recover... Reactants: CC#N, CC(C)Oc1ccc(N)cc1, CC(C)N1C(=O)C(Cl)=C(c2ccccc2)S1(=O)=O. Product: CC(C)Oc1ccc(NC2=C(c3ccccc3)S(=O)(=O)N(C(C)C)C2=O)cc1. As a reaction SMILES: [CH3:30][C:31]#[N:32].[CH:19]([CH3:20])([CH3:21])[O:22][c:23]1[cH:24][cH:25][c:26]([NH2:27])[cH:28][cH:29]1.[Cl:1][C:2]1=[C:6]([c:7]2[cH:8][cH:9][cH:10][cH:11][cH:12]2)[S:5](=[O:13])(=[O:14])[N:4]([CH:15]([CH3:16])[CH3:17])[C:3]1=[O:18]>>[C:2]1([NH:27][c:26]2[cH:25][cH:24][c:23]([O:22][CH:19]([CH3:20])[CH3:21])[cH:29][cH:28]2)=[C:6]([c:7]2[cH:8][cH:9][cH:10][cH:11][cH:12]2)[S:5](=[O:13])(=[O:14])[N:4]([CH:15]([CH3:16])[CH3:17])[C:3]1=[O:18]. The reactants are C1(CCCC1)CC(C(=O)O)N1N=CC(=CC1=O)OC1=CC(=CC=C1)F (3-cyclopentyl-2-[4-(3-fluoro-phenoxy)-6-oxo-6H-pyridazin-1-yl]-propionic acid), NC1=NN(C=C1)CC(C)(O)C (1-(3-amino-pyrazol-1-yl)-2-methyl-propan-2-ol), C1(CCCC1)CC(C(=O)O)N1N=CC(=CC1=O)OC1=CC(=CC=C1)F (3-cyclopentyl-2-[4-(3-fluoro-phenoxy)-6-oxo-6H-pyridazin-1-yl]-propionic acid), NC1=NN(C=C1)CC(C)(O)C (1-(3-amino-pyrazol-1-yl)-2-methyl-propan-2-ol). The product is C1(CCCC1)CC(C(=O)NC1=NN(C=C1)CC(C)(C)O)N1N=CC(=CC1=O)OC1=CC(=CC=C1)F (3-cyclopentyl-2-[4-(3-fluoro-phenoxy)-6-oxo-6H-pyridazin-1-yl]-N-[1-(2-hydroxy-2-methyl-propyl)-1H-pyrazol-3-yl]-propionamide). Isolated yield 53.0%. Reaction SMILES: [CH:1]1([CH2:6][CH:7]([N:11]2[C:16](=[O:17])[CH:15]=[C:14]([O:18][C:19]3[CH:24]=[CH:23][CH:22]=[C:21]([F:25])[CH:20]=3)[CH:13]=[N:12]2)[C:8]([OH:10])=O)[CH2:5][CH2:4][CH2:3][CH2:2]1.[NH2:26][C:27]1[CH:31]=[CH:30][N:29]([CH2:32][C:33]([CH3:36])([OH:35])[CH3:34])[N:28]=1>>[CH:1]1([CH2:6][CH:7]([N:11]2[C:16](=[O:17])[CH:15]=[C:14]([O:18][C:19]3[CH:24]=[CH:23][CH:22]=[C:21]([F:25])[CH:20]=3)[CH:13]=[N:12]2)[C:8]([NH:26][C:27]2[CH:31]=[CH:30][N:29]([CH2:32][C:33]([OH:35])([CH3:34])[CH3:36])[N:28]=2)=[O:10])[CH2:5][CH2:4][CH2:3][CH2:2]1. Procedure details: Using the method described in Example 17, 3-cyclopentyl-2-[4-(3-fluoro-phenoxy)-6-oxo-6H-pyridazin-1-yl]-propionic acid (Intermediate 42) and 1-(3-amino-pyrazol-1-yl)-2-methyl-propan-2-ol (Intermediate 1) afforded 3-cyclopentyl-2-[4-(3-fluoro-phenoxy)-6-oxo-6H-pyridazin-1-yl]-N-[1-(2-hydroxy-2-methyl-propyl)-1H-pyrazol-3-yl]-propionamide as a white solid (0.74 g, 53%); ES+-HRMS m/e calcd for C25H30N5O4F [M+H+] 484.2355 found 484.2356. 1H-NMR (400 MHz, DMSO-d6) δ ppm 1.05 (s, 3H), 1.06 (s, 3H), 1... The reactants are CN(C)P(=O)(N(C)C)N(C)C (HMPA), C[Si](C)(C)C#C ((trimethylsilyl)acetylene), C(CCC)[Li] (n-butyllithium), CCCCCC (hexane), BrCC1CC1 ((Bromomethyl)cyclopropane). Run in C1CCOC1 (THF). Run at temperature -78 celsius, time 10 minute. Yields the product C1(CC1)CC#C[Si](C)(C)C ((3-Cyclopropylprop-1-yn-1-yl)trimethylsilane). As a reaction SMILES: [CH3:1][Si:2]([C:5]#[CH:6])([CH3:4])[CH3:3].[CH2:7]([Li])[CH2:8][CH2:9][CH3:10].CCCCCC.CN(P(N(C)C)(N(C)C)=O)C.BrCC1CC1>C1COCC1>[CH:9]1([CH2:10][C:6]#[C:5][Si:2]([CH3:4])([CH3:3])[CH3:1])[CH2:7][CH2:8]1. Reported procedure: A 500 mL three-necked round bottom flask was charged with (trimethylsilyl)acetylene (15 g, 153 mmol) and dry THF (75 mL). The solution was cooled to −78° C., and a solution of n-butyllithium in hexane (2.5 M, 75 mL, 188 mmol) was added dropwise over 30 minutes. The resulting mixture was stirred at 0° C. for 10 minutes and then re-cooled to −78° C. HMPA (40 g, 223 mmol) was added, and the mixture was stirred at −78° C. for 30 minutes. (Bromomethyl)cyclopropane (20.6 g, 153 mmol) was then added. T...